From a dataset of the Open Reaction Database (ORD), a public repository of structured organic reaction records. describe an organic reaction: reactants, conditions, products, and yield Starting materials: CS(=O)(=O)OC(CN1C(C=2C(C1=O)=CC=CC2)=O)C (N-(β-methanesulfonyloxy-propyl)-phthalimide), O (water), [H-].[Na+] (sodium hydride), CC1=C(C(=CC=C1)C)NS(=O)(=O)C (N-(2,6-dimethylphenyl)-methanesulfonamide). Run in C1(=CC=CC=C1)C (toluene), C1(=CC=CC=C1)C (toluene). Run at time 10 hour. The product is C1(C=2C(C(N1CC(C)N(S(=O)(=O)C)C1=C(C=CC=C1C)C)=O)=CC=CC2)=O (1-phthalimido-2-[N-(2,6-dimethylphenyl)-methanesulfonamido]-propane). Yield: 23.8%. Reaction SMILES: [H-].[Na+].[CH3:3][C:4]1[CH:9]=[CH:8][CH:7]=[C:6]([CH3:10])[C:5]=1[NH:11][S:12]([CH3:15])(=[O:14])=[O:13].CS(O[CH:21]([CH3:34])[CH2:22][N:23]1[C:27](=[O:28])[C:26]2=[CH:29][CH:30]=[CH:31][CH:32]=[C:25]2[C:24]1=[O:33])(=O)=O.O>C1(C)C=CC=CC=1>[C:24]1(=[O:33])[N:23]([CH2:22][CH:21]([N:11]([C:5]2[C:6]([CH3:10])=[CH:7][CH:8]=[CH:9][C:4]=2[CH3:3])[S:12]([CH3:15])(=[O:14])=[O:13])[CH3:34])[C:27](=[O:28])[C:26]2=[CH:29][CH:30]=[CH:31][CH:32]=[C:25]12 |f:0.1|. Reported procedure: 0.15 g of a 80% mineral oil dispersion of sodium hydride are added in some portions to a solution of 1.0 g (5 mmoles) of N-(2,6-dimethylphenyl)-methanesulfonamide in 20 ml of dry toluene, and the mixture is heated to 100°-105° C. within one hour. A solution of 1.4 g (5 mmoles) of N-(β-methanesulfonyloxy-propyl)-phthalimide in 15 ml of toluene is added dropwise to the mixture within 0.5 hours at the same temperature, and the mixture is stirred then at 100°-105° C. for 10 hours. The mixture is coo... Reactants: O=C([O-])[O-], C1COCCN1, CN(C)C=O, COc1ccc(Oc2ccnc3cc(OCCCl)c(OC)cc23)c(C(C)=O)c1, [K+], [K+], O. The product is COc1ccc(Oc2ccnc3cc(OCCN4CCOCC4)c(OC)cc23)c(C(C)=O)c1. RXN SMILES: [C:35](=[O:36])([O-:37])[O-:38].[CH2:29]1[CH2:30][O:31][CH2:32][CH2:33][NH:34]1.[CH3:42][N:43]([CH3:44])[CH:45]=[O:46].[Cl:1][CH2:2][CH2:3][O:4][c:5]1[c:6]([O:27][CH3:28])[cH:7][c:8]2[c:9]([O:15][c:16]3[c:17]([C:24]([CH3:25])=[O:26])[cH:18][c:19]([O:22][CH3:23])[cH:20][cH:21]3)[cH:10][cH:11][n:12][c:13]2[cH:14]1.[K+:39].[K+:40].[OH2:41]>>[CH2:2]([CH2:3][O:4][c:5]1[c:6]([O:27][CH3:28])[cH:7][c:8]2[c:9]([O:15][c:16]3[c:17]([C:24]([CH3:25])=[O:26])[cH:18][c:19]([O:22][CH3:23])[cH:20][cH:21]3)[cH:10][cH:11][n:12][c:13]2[cH:14]1)[N:34]1[CH2:29][CH2:30][O:31][CH2:32][CH2:33]1. Reactants: C=CCN(CC(OC)OC)C(=O)C(Cl)Cl, OCCO, Cc1ccc(S(=O)(=O)O)cc1. Product: C=CCN(CC1OCCO1)C(=O)C(Cl)Cl. RXN SMILES: [CH3:1][O:2][CH:3]([CH2:4][N:5]([C:6]([CH:7]([Cl:8])[Cl:9])=[O:10])[CH2:11][CH:12]=[CH2:13])[O:14][CH3:15].[OH:16][CH2:17][CH2:18][OH:19].[c:20]1([CH3:21])[cH:22][cH:23][c:24]([S:25]([OH:26])(=[O:27])=[O:28])[cH:29][cH:30]1>>[CH2:1]1[O:2][CH:3]([CH2:4][N:5]([C:6]([CH:7]([Cl:8])[Cl:9])=[O:10])[CH2:11][CH:12]=[CH2:13])[O:14][CH2:15]1. Reactants: Cl.Cl.NCC=1SC=C(N1)C=1N=C(SC1)N=C(N)N (4-(2-aminomethylthiazol-4-yl)-2-(diaminomethyleneamino)thiazole dihydrochloride), C1(CCCCCC1)C(=O)O (cycloheptanecarboxylic acid), Cl.CN(CCCN=C=NCC)C (1-(3-dimethylaminopropyl)-3-ethylcarbodiimide hydrochloride), O.ON1N=NC2=C1C=CC=C2 (1-hydroxybenzotriazole hydrate). The solvent is CN(C=O)C (N,N-dimethylformamide), C(C)N(CC)CC (triethylamine). Reaction conditions: time 2 hour. Product: C1(CCCCCC1)C(=O)NCC=1SC=C(N1)C=1N=C(SC1)N=C(N)N (4-(2-cycloheptanecarbonylaminomethylthiazol-4-yl)-2-(diaminomethyleneamino)thiazole). Yield: 31.1%. Reaction SMILES: Cl.Cl.[NH2:3][CH2:4][C:5]1[S:6][CH:7]=[C:8]([C:10]2[N:11]=[C:12]([N:15]=[C:16]([NH2:18])[NH2:17])[S:13][CH:14]=2)[N:9]=1.[CH:19]1([C:26](O)=[O:27])[CH2:25][CH2:24][CH2:23][CH2:22][CH2:21][CH2:20]1.Cl.CN(C)CCCN=C=NCC.O.ON1C2C=CC=CC=2N=N1>CN(C)C=O.C(N(CC)CC)C>[CH:19]1([C:26]([NH:3][CH2:4][C:5]2[S:6][CH:7]=[C:8]([C:10]3[N:11]=[C:12]([N:15]=[C:16]([NH2:18])[NH2:17])[S:13][CH:14]=3)[N:9]=2)=[O:27])[CH2:25][CH2:24][CH2:23][CH2:22][CH2:21][CH2:20]1 |f:0.1.2,4.5,6.7|. Procedure: A suspension of 4-(2-aminomethylthiazol-4-yl)-2-(diaminomethyleneamino)thiazole dihydrochloride (2.0 g), cycloheptanecarboxylic acid (1.02 g), 1-(3-dimethylaminopropyl)-3-ethylcarbodiimide hydrochloride (1.50 g), 1-hydroxybenzotriazole hydrate (1.07 g) and triethylamine (1.24 g) in N,N-dimethylformamide (50 ml) was stirred at room temperature for 2 hours. The solvent was removed under reduced pressure. The residue was suspended in water (200 ml). The mixture was alkalized to pH 11 with a saturat... Reactants: OC(COC1=CC=C(C=C1)C(C)(C)C1=CC=C(C=C1)OCC(CN1C(NC2(C1=O)CC(NC(C2)(C)C)(C)C)=O)O)CN2C(NC1(C2=O)CC(NC(C1)(C)C)(C)C)=O (2,2-bis{4-[2-hydroxy-3-(7,7,9,9-tetramethyl-2,4-dioxo-1,3,8-triazaspiro[4.5]dec-3-yl)propoxy]phenyl}propane). The solvent is C(C)(=O)OC(C)=O (acetic anhydride). Run at time 6 hour. Product: C(C)(=O)OC(COC1=CC=C(C=C1)C(C)(C)C1=CC=C(C=C1)OCC(CN1C(NC2(C1=O)CC(N(C(C2)(C)C)C(C)=O)(C)C)=O)OC(C)=O)CN2C(NC1(C2=O)CC(N(C(C1)(C)C)C(C)=O)(C)C)=O (2,2-Bis{4-[2-acetoxy-3-(8-acetyl-7,7,9,9-tetramethyl-2,4-dioxo-1,3,8-triazaspiro[4.5]dec-3-yl)propoxy]phenyl}propane). As a reaction SMILES: [OH:1][CH:2]([CH2:41][N:42]1[C:46](=[O:47])[C:45]2([CH2:52][C:51]([CH3:54])([CH3:53])[NH:50][C:49]([CH3:56])([CH3:55])[CH2:48]2)[NH:44][C:43]1=[O:57])[CH2:3][O:4][C:5]1[CH:10]=[CH:9][C:8]([C:11]([C:14]2[CH:19]=[CH:18][C:17]([O:20][CH2:21][CH:22]([OH:40])[CH2:23][N:24]3[C:28](=[O:29])[C:27]4([CH2:34][C:33]([CH3:36])([CH3:35])[NH:32][C:31]([CH3:38])([CH3:37])[CH2:30]4)[NH:26][C:25]3=[O:39])=[CH:16][CH:15]=2)([CH3:13])[CH3:12])=[CH:7][CH:6]=1>C(OC(=O)C)(=O)C>[C:17]([O:40][CH:22]([CH2:23][N:24]1[C:28](=[O:29])[C:27]2([CH2:34][C:33]([CH3:35])([CH3:36])[N:32]([C:2](=[O:1])[CH3:3])[C:31]([CH3:37])([CH3:38])[CH2:30]2)[NH:26][C:25]1=[O:39])[CH2:21][O:20][C:17]1[CH:18]=[CH:19][C:14]([C:11]([C:8]2[CH:7]=[CH:6][C:5]([O:4][CH2:3][CH:2]([O:1][C:5](=[O:4])[CH3:6])[CH2:41][N:42]3[C:46](=[O:47])[C:45]4([CH2:48][C:49]([CH3:56])([CH3:55])[N:50]([C:28](=[O:29])[CH3:27])[C:51]([CH3:54])([CH3:53])[CH2:52]4)[NH:44][C:43]3=[O:57])=[CH:10][CH:9]=2)([CH3:13])[CH3:12])=[CH:15][CH:16]=1)(=[O:20])[CH3:16]. Procedure details: 5 g of 2,2-bis{4-[2-hydroxy-3-(7,7,9,9-tetramethyl-2,4-dioxo-1,3,8-triazaspiro[4.5]dec-3-yl)propoxy]phenyl}propane were heated at 100°-110° C. in 100 ml of acetic anhydride, with stirring, for 6 hours. After completion of the reaction, the reaction mixture was condensed by evaporation under reduced pressure and then 150 ml of benzene were added to dissolve the residue. The benzene solution was washed successively with a 2% w/w sodium carbonate solution and water. The solvent was then removed and...